Dataset: the Open Reaction Database (ORD), a public repository of structured organic reaction records. Task: describe an organic reaction: reactants, conditions, products, and yield The reactants are OC1=C(C=NC2=CC=CN=C12)C(=O)O (4-Hydroxy-1,5-naphthyridine-3-carboxylic acid), C1=CC=CC=C1 (benzene), S(=O)(Cl)Cl (thionyl chloride). The solvent is CN(C=O)C (dimethylformamide). Conditions: temperature 62.5 celsius, time 3 hour. Yields the product Cl.OC1=C(C=NC2=CC=CN=C12)C(=O)Cl (4-hydroxyl-1,5-naphthyridine-3-carbonyl chloride hydrochloride). Reaction SMILES: [OH:1][C:2]1[C:11]2[C:6](=[CH:7][CH:8]=[CH:9][N:10]=2)[N:5]=[CH:4][C:3]=1[C:12]([OH:14])=O.C1C=CC=CC=1.S(Cl)([Cl:23])=O>CN(C)C=O>[ClH:23].[OH:1][C:2]1[C:11]2[C:6](=[CH:7][CH:8]=[CH:9][N:10]=2)[N:5]=[CH:4][C:3]=1[C:12]([Cl:23])=[O:14] |f:4.5|. Procedure details: 4-Hydroxy-1,5-naphthyridine-3-carboxylic acid was added to a mixture of benzene, 0.73 g of dimethylformamide and 1.56 g of thionyl chloride, and the resulting mixture was stirred at 40 to 85°C for 3 hours. The precipitated crystals were collected by filtration, washed with benzene and dried under reduced pressure to give 2.37 g of 4-hydroxyl-1,5-naphthyridine-3-carbonyl chloride hydrochloride as crystals. Purity (determined by NMR analysis as the ester from obtained by further alcoholysis), 96.3... Starting materials: CC(C)(C)OC(=O)N1CC(F)(F)CC1C(=O)O, CO, Cl, C1COCCO1. The product is O=C(O)C1CC(F)(F)CN1. RXN SMILES: [C:1]([O:2][C:3](=[O:4])[N:8]1[CH:9]([C:15](=[O:16])[OH:17])[CH2:10][C:11]([F:13])([F:14])[CH2:12]1)([CH3:5])([CH3:6])[CH3:7].[CH3:25][OH:26].[ClH:18].[O:19]1[CH2:20][CH2:21][O:22][CH2:23][CH2:24]1>>[NH:8]1[CH:9]([C:15](=[O:16])[OH:17])[CH2:10][C:11]([F:13])([F:14])[CH2:12]1.